This data is from the Open Reaction Database (ORD), a public repository of structured organic reaction records. The task is: describe an organic reaction: reactants, conditions, products, and yield Starting materials: CN(C=CC(=O)C1=CC(=CC=C1)C(F)(F)F)C (3-dimethylamino-3'-(trifluoromethyl)acrylophenone), CC(=O)OCC1=C2C=CC=CC2=C(C3=CC=CC=C31)COC(=O)C (acetic), NC1=NNC(=C1C#N)C#N (3-aminopyrazole-4,5-dicarbonitrile). Yields the product C(#N)C=1C(=NN2C1N=CC=C2C=2C=C(C=CC2)C(F)(F)F)C#N (3-Cyano-7-(α,α,α-trifluoro-m-tolyl)pyrazolo-[1,5-a]pyrimidine-2-carbonitrile). As a reaction SMILES: C[N:2]([CH3:17])[CH:3]=[CH:4][C:5]([C:7]1[CH:12]=[CH:11][CH:10]=[C:9]([C:13]([F:16])([F:15])[F:14])[CH:8]=1)=O.CC(OCC1C2C(=CC=CC=2)C(COC(C)=O)=C2C=1C=CC=C2)=O.[NH2:42][C:43]1[C:47](C#N)=[C:46]([C:50]#[N:51])[NH:45][N:44]=1>>[C:43]([C:47]1[C:46]([C:50]#[N:51])=[N:45][N:44]2[C:5]([C:7]3[CH:8]=[C:9]([C:13]([F:14])([F:15])[F:16])[CH:10]=[CH:11][CH:12]=3)=[CH:4][CH:3]=[N:2][C:17]=12)#[N:42]. Reported procedure: A mixture of 4.86 g. of 3-dimethylamino-3'-(trifluoromethyl)acrylophenone, 50 ml. of glacial acetic and 2.66 g. of 3-aminopyrazole-4,5-dicarbonitrile is refluxed for 10 hours and the solvent removed under reduced pressure. The residue is reacted with trifluoroacetic anhydride to give the product of the example. The reactants are CC(=O)O, CCOC(C)=O, O=C(O)c1cc([N+](=O)[O-])c(F)cc1Cl, [Fe], O. Product: Nc1cc(C(=O)O)c(Cl)cc1F. As a reaction SMILES: [CH3:15][C:16](=[O:17])[OH:18].[CH3:20][CH2:21][O:22][C:23](=[O:24])[CH3:25].[Cl:1][c:2]1[c:3]([C:4](=[O:5])[OH:6])[cH:7][c:8]([N+:12]([O-:13])=[O:14])[c:9]([F:11])[cH:10]1.[Fe:26].[OH2:19]>>[Cl:1][c:2]1[c:3]([C:4](=[O:5])[OH:6])[cH:7][c:8]([NH2:12])[c:9]([F:11])[cH:10]1. Starting materials: COc1ccc(C(=O)c2ccc(OC)c([N+](=O)[O-])c2)cc1OC, COc1ccc(C(O)c2cc(OC)c(OC)c(OC)c2)cc1[N+](=O)[O-], O=[Cr](=O)([O-])Cl, c1cc[nH+]cc1. The product is COc1ccc(C(=O)c2cc(OC)c(OC)c(OC)c2)cc1[N+](=O)[O-]. RXN SMILES: [CH3:1][O:2][c:3]1[cH:4][cH:5][c:6]([C:7]([c:8]2[cH:9][cH:10][c:11]([O:12][CH3:13])[c:14]([O:15][CH3:16])[cH:17]2)=[O:18])[cH:19][c:20]1[N+:21]([O-:22])=[O:23].[CH3:24][O:25][c:26]1[c:27]([N+:46](=[O:47])[O-:48])[cH:28][c:29]([CH:32]([OH:33])[c:34]2[cH:35][c:36]([O:44][CH3:45])[c:37]([O:42][CH3:43])[c:38]([O:40][CH3:41])[cH:39]2)[cH:30][cH:31]1.[O:49]=[Cr:50]([Cl:51])([O-:52])=[O:53].[nH+:54]1[cH:55][cH:56][cH:57][cH:58][cH:59]1>>[CH3:24][O:25][c:26]1[c:27]([N+:46](=[O:47])[O-:48])[cH:28][c:29]([C:32](=[O:33])[c:34]2[cH:35][c:36]([O:44][CH3:45])[c:37]([O:42][CH3:43])[c:38]([O:40][CH3:41])[cH:39]2)[cH:30][cH:31]1. Starting materials: O=C(O)C(I)C12CC3CC(CC(C3)C1)C2, CN, C1CCOC1. Yields the product CNC(C(=O)O)C12CC3CC(CC(C3)C1)C2. RXN SMILES: [C:1]12([CH:11]([C:12](=[O:13])[OH:14])[I:15])[CH2:2][CH:3]3[CH2:4][CH:5]([CH2:6][CH:7]([CH2:8]1)[CH2:9]3)[CH2:10]2.[CH3:16][NH2:17].[O:18]1[CH2:19][CH2:20][CH2:21][CH2:22]1>>[C:1]12([CH:11]([C:12](=[O:13])[OH:14])[NH:17][CH3:16])[CH2:2][CH:3]3[CH2:4][CH:5]([CH2:6][CH:7]([CH2:8]1)[CH2:9]3)[CH2:10]2. Starting materials: CI (methyl iodide), ice water, [H-].[Na+] (sodium hydride), COC1=CC=C(C=C1)C=1N=CNC1C1=CC=C(C=C1)OC (4,5-bis(4-methoxyphenyl)imidazole). Solvent: CN(C=O)C (dimethylformamide), C(C)(=O)OCC (ethyl acetate), CN(C=O)C (dimethylformamide). Reaction conditions: time 30 minute. Product: COC1=CC=C(C=C1)C=1N=CN(C1C1=CC=C(C=C1)OC)C (4,5-bis(4-methoxyphenyl)-1-methylimidazole). The yield is 87.0%. RXN SMILES: [H-].[Na+].[CH3:3][O:4][C:5]1[CH:10]=[CH:9][C:8]([C:11]2[N:12]=[CH:13][NH:14][C:15]=2[C:16]2[CH:21]=[CH:20][C:19]([O:22][CH3:23])=[CH:18][CH:17]=2)=[CH:7][CH:6]=1.[CH3:24]I>CN(C)C=O.C(OCC)(=O)C>[CH3:23][O:22][C:19]1[CH:20]=[CH:21][C:16]([C:15]2[N:14]=[CH:13][N:12]([CH3:24])[C:11]=2[C:8]2[CH:9]=[CH:10][C:5]([O:4][CH3:3])=[CH:6][CH:7]=2)=[CH:17][CH:18]=1 |f:0.1|. Reported procedure: 1.8 g of sodium hydride (50% in white oil) is added in incremental portions to a solution of 10.5 g of 4,5-bis(4-methoxyphenyl)imidazole in 50 ml of absolute dimethylformamide. The mixture is agitated for another 30 minutes and then 5.35 g of methyl iodide in 50 ml of dimethylformamide is dropped thereto. After 60 minutes, the mixture is poured into ice water, the product taken up in ethyl acetate, the organic solution dried over sodium sulfate and concentrated under vacuum. The residue is recry... Starting materials: ClC=1C=CC(=C(C1)C(C(C(=O)OCC)OCC1=CC=CC=C1)=O)OCC1=CC=CC=C1 (ethyl 5-chloro-β-oxo-α,2-bis(phenylmethoxy)benzenepropanoate). The reagents and catalysts are [Pd] (Pd/C). Run in CCOC(=O)C (EtOAc). Reaction conditions: time 2 hour. Yields the product ClC=1C=CC2=C(C(=C(C(O2)=O)O)O)C1 (6-chloro-3,4-dihydroxy-2H-1-benzopyran-2-one). Isolated yield 68.9%. As a reaction SMILES: [Cl:1][C:2]1[CH:3]=[CH:4][C:5]([O:24]CC2C=CC=CC=2)=[C:6]([C:8](=[O:23])[CH:9]([O:15]CC2C=CC=CC=2)[C:10]([O:12]CC)=O)[CH:7]=1>CCOC(C)=O.[Pd]>[Cl:1][C:2]1[CH:3]=[CH:4][C:5]2[O:24][C:10](=[O:12])[C:9]([OH:15])=[C:8]([OH:23])[C:6]=2[CH:7]=1. Procedure: Catalytic hydrogenation. A solution of ethyl 5-chloro-β-oxo-α,2-bis(phenylmethoxy)benzenepropanoate (0.88 g, 0.002 mol) in 20 ml of EtOAc was hydrogenated over 0.18 g of 10% Pd/C at room temperature and 35 psi for 2 h. After filtration, the solvent was removed under reduced pressure affording a light yellow oil. The oil was treated as previously described, affording 0.293 g (69%) of 6-chloro-3,4-dihydroxy-2H-1-benzopyran-2-one as white solid.